From a dataset of the Open Reaction Database (ORD), a public repository of structured organic reaction records. describe an organic reaction: reactants, conditions, products, and yield Starting materials: COC(=O)c1ccc(F)c(O)c1, OCCc1ccc(Cl)cc1, CCOC(=O)N=NC(=O)OCC, C1CCOC1, c1ccc(P(c2ccccc2)c2ccccc2)cc1. The product is COC(=O)c1ccc(F)c(OCCc2ccc(Cl)cc2)c1. RXN SMILES: [CH3:1][O:2][C:3]([c:4]1[cH:5][c:6]([OH:11])[c:7]([F:10])[cH:8][cH:9]1)=[O:12].[Cl:13][c:14]1[cH:15][cH:16][c:17]([CH2:20][CH2:21][OH:22])[cH:18][cH:19]1.[O:42]=[C:43]([O:44][CH2:45][CH3:46])[N:47]=[N:48][C:49]([O:50][CH2:51][CH3:52])=[O:53].[O:54]1[CH2:55][CH2:56][CH2:57][CH2:58]1.[c:23]1([P:24]([c:25]2[cH:26][cH:27][cH:28][cH:29][cH:30]2)[c:31]2[cH:32][cH:33][cH:34][cH:35][cH:36]2)[cH:37][cH:38][cH:39][cH:40][cH:41]1>>[CH3:1][O:2][C:3]([c:4]1[cH:5][c:6]([O:11][CH2:21][CH2:20][c:17]2[cH:16][cH:15][c:14]([Cl:13])[cH:19][cH:18]2)[c:7]([F:10])[cH:8][cH:9]1)=[O:12]. The product is C1OC=2C=C(C=NC3CCCCC3)C=CC2O1 (N-(3,4-methylenedioxybenzylidene)-N-cyclohexylamine). Run in C1=CC=CC=C1 (benzene). The reactants are C1=CC2=C(C=C1C=O)OCO2 (Piperonal), C1(CCCCC1)N (cyclohexylamine), Diene. Isolated yield 77.6%. Reaction SMILES: [CH:1]1[C:6]([CH:7]=O)=[CH:5][C:4]2[O:9][CH2:10][O:11][C:3]=2[CH:2]=1.[CH:12]1([NH2:18])[CH2:17][CH2:16][CH2:15][CH2:14][CH2:13]1>C1C=CC=CC=1>[CH2:10]1[O:11][C:3]2[CH:2]=[CH:1][C:6]([CH:7]=[N:18][CH:12]3[CH2:17][CH2:16][CH2:15][CH2:14][CH2:13]3)=[CH:5][C:4]=2[O:9]1. Reported procedure: Piperonal (500 g) and cyclohexylamine (330 g) are dissolved in benzene, and the mixture is refluxed for about 3 hours while dehydrating with Diene Schtark device. The solvent is distilled off from the reaction mixture, and the residue is recrystallized from a mixture of isopropyl ether and hexane to give N-(3,4-methylenedioxybenzylidene)-N-cyclohexylamine (597 g). The reactants are FC1=C(C=CC(=C1)F)[C@]1(OC1)[C@H](C)O ((1S)-1-[(2R)-2-(2,4-difluorophenyl)-2-oxiranyl]ethanol), ClC1=CC=C(C=C1)N1N=NNC1=O (1-(4-chlorophenyl)-5(1H,4H)-tetrazolone). The product is ClC1=CC=C(C=C1)N1N=NN(C1=O)[C@@H]([C@]1(CO1)C1=C(C=C(C=C1)F)F)C (1-(4-chlorophenyl)-4-[(1R,2S)-2-(2,4-difluorophenyl)-2,3-epoxy-1-methylpropyl]-5(1H,4H)-tetrazolone). Yield: 60.5%. RXN SMILES: [F:1][C:2]1[CH:7]=[C:6]([F:8])[CH:5]=[CH:4][C:3]=1[C@:9]1([C@@H:12](O)[CH3:13])[CH2:11][O:10]1.[Cl:15][C:16]1[CH:21]=[CH:20][C:19]([N:22]2[C:26](=[O:27])[NH:25][N:24]=[N:23]2)=[CH:18][CH:17]=1>>[Cl:15][C:16]1[CH:17]=[CH:18][C:19]([N:22]2[C:26](=[O:27])[N:25]([C@H:12]([CH3:13])[C@:9]3([C:3]4[CH:4]=[CH:5][C:6]([F:8])=[CH:7][C:2]=4[F:1])[O:10][CH2:11]3)[N:24]=[N:23]2)=[CH:20][CH:21]=1. Procedure details: In the same manner as in Reference Example 5, starting from 1.38 g of (1S)-1-[(2R)-2-(2,4-difluorophenyl)-2-oxiranyl]ethanol and 1.09 g of 1-(4-chlorophenyl)-5(1H,4H)-tetrazolone, 1.27 g of 1-(4-chlorophenyl)-4-[(1R,2S)-2-(2,4-difluorophenyl)-2,3-epoxy-1-methylpropyl]-5(1H,4H)-tetrazolone was obtained as a cololess oil. The reactants are ClC1=C(C=CC(=C1)OC)C(C(=O)C=1C(=CC2=C(N(C(CO2)=O)C)C1)F)C (6-[2-(2-chloro-4-methoxy-phenyl)-propionyl]-7-fluoro-4-methyl-4H-benzo[1,4]oxazin-3-one), FC(F)(F)[Si](C)(C)C ((trifluoromethyl)trimethylsilane), [F-].C[N+](C)(C)C (tetramethylammonium fluoride). The product is ClC1=C(C=CC(=C1)OC)C(C(C(F)(F)F)(O)C=1C(=CC2=C(N(C(CO2)=O)C)C1)F)C (6-[2-(2-Chloro-4-methoxy-phenyl)-1-hydroxy-1-trifluoromethyl-propyl]-7-fluoro-4-methyl-4H-benzo[1,4]oxazin-3-one). RXN SMILES: [Cl:1][C:2]1[CH:7]=[C:6]([O:8][CH3:9])[CH:5]=[CH:4][C:3]=1[CH:10]([CH3:26])[C:11]([C:13]1[C:14]([F:25])=[CH:15][C:16]2[O:21][CH2:20][C:19](=[O:22])[N:18]([CH3:23])[C:17]=2[CH:24]=1)=[O:12].[F:27][C:28]([Si](C)(C)C)([F:30])[F:29].[F-].C[N+](C)(C)C>>[Cl:1][C:2]1[CH:7]=[C:6]([O:8][CH3:9])[CH:5]=[CH:4][C:3]=1[CH:10]([CH3:26])[C:11]([C:13]1[C:14]([F:25])=[CH:15][C:16]2[O:21][CH2:20][C:19](=[O:22])[N:18]([CH3:23])[C:17]=2[CH:24]=1)([OH:12])[C:28]([F:30])([F:29])[F:27] |f:2.3|. Procedure details: In analogy to Example 1, step 3, 6-[2-(2-chloro-4-methoxy-phenyl)-propionyl]-7-fluoro-4-methyl-4H-benzo[1,4]oxazin-3-one was reacted with (trifluoromethyl)trimethylsilane and tetramethylammonium fluoride to give the title compound as a colorless solid. MS (m/e)=448.1 [M+H+]. Reactants: CNC1=CC=CC=C1 (N-methylaniline), CC=1C(=NC(=NC1C)Cl)N1[C@H](C2=CC=CC=C2CC1)C ((S)-5,6-dimethyl-4-(1-methyl-1,2,3,4-tetrahydroisoquinolin-2-yl)-2-chloropyrimidine). Solvent: CN(C=O)C (dimethylformamide). The product is Cl.CC=1C(=NC(=NC1C)N(C)C1=CC=CC=C1)N1[C@H](C2=CC=CC=C2CC1)C ((S)-5,6-dimethyl-2-(N-methylphenylamino)-4-(1-methyl-1,2,3,4-tetrahydroisoquinolin-2-yl)pyrimidine hydrochloride). Isolated yield 36.9%. RXN SMILES: [CH3:1][NH:2][C:3]1[CH:8]=[CH:7][CH:6]=[CH:5][CH:4]=1.[CH3:9][C:10]1[C:11]([N:18]2[CH2:27][CH2:26][C:25]3[C:20](=[CH:21][CH:22]=[CH:23][CH:24]=3)[C@@H:19]2[CH3:28])=[N:12][C:13]([Cl:17])=[N:14][C:15]=1[CH3:16]>CN(C)C=O>[ClH:17].[CH3:9][C:10]1[C:11]([N:18]2[CH2:27][CH2:26][C:25]3[C:20](=[CH:21][CH:22]=[CH:23][CH:24]=3)[C@@H:19]2[CH3:28])=[N:12][C:13]([N:2]([C:3]2[CH:8]=[CH:7][CH:6]=[CH:5][CH:4]=2)[CH3:1])=[N:14][C:15]=1[CH3:16] |f:3.4|. Reported procedure: After N-methylaniline(1.04 ml, 9.6 mmol) was added to a mixture solution of (S)-5,6-dimethyl-4-(1-methyl-1,2,3,4-tetrahydroisoquinolin-2-yl)-2-chloropyrimidine(1.4 g, 4.8 mmol) and dimethylformamide(10 ml), 0.70 g of the titled compound was obtained in accordance with the same procedure as in Step 2 of Example 1. Reactants: CC(C)(C)c1ccc(B(O)O)cc1 (effective_coupling_partner), CC(C)(C)C(=O)Oc2c1ccccc1cc3ccccc23 (substrate). Reagents/catalysts: PCy3. Run at temperature 120 celsius, time 12 hour. Yields the product CC(C)(C)c4ccc(c2c1ccccc1cc3ccccc23)cc4. Reactants: N(=O)[O-].[Na+] (sodium nitrite), substituted aniline, C(C)(C)C1=C(N)C=CC=C1 (2-isopropylaniline), diazo, stannous chloride dihydrate. Run in O (water), O (water), Cl (hydrochloric acid), Cl (hydrochloric acid), Cl (hydrochloric acid). Run at time 30 minute. Product: C(C)(C)C1=C(C=CC=C1)NN (2-isopropylphenylhydrazine). Reaction SMILES: [CH:1]([C:4]1[CH:10]=[CH:9][CH:8]=[CH:7][C:5]=1[NH2:6])([CH3:3])[CH3:2].[N:11]([O-])=O.[Na+]>O.Cl>[CH:1]([C:4]1[CH:10]=[CH:9][CH:8]=[CH:7][C:5]=1[NH:6][NH2:11])([CH3:3])[CH3:2] |f:1.2|. Reported procedure: A mixture of the substituted aniline, 2-isopropylaniline (27g, 0.2 mole), concentrated hydrochloric acid (150 ml) and water (160 ml) is stirred mechanically for 30 minutes at room temperature. After cooling to 0° C., the mixture is diazotized by adding dropwise a solution of sodium nitrite (14 g, 0.203 mole) in water (140 ml) over a period of 20 minutes. Stirring is continued for an additional one hour at 0° C. The diazo solution is reduced by adding dropwise a solution of stannous chloride dihy...